This data is from the Open Reaction Database (ORD), a public repository of structured organic reaction records. The task is: describe an organic reaction: reactants, conditions, products, and yield Starting materials: COC=1C=C2CCCC2=CC1 (5-methoxyindane), ClS(=O)(=O)O (chlorosulfonic acid). Yields the product ClS(=O)(=O)C1=C(C=C2CCCC2=C1)OC (6-chlorosulfonyl-5-methoxyindane). As a reaction SMILES: [CH3:1][O:2][C:3]1[CH:4]=[C:5]2[C:9](=[CH:10][CH:11]=1)[CH2:8][CH2:7][CH2:6]2.[Cl:12][S:13](O)(=[O:15])=[O:14]>>[Cl:12][S:13]([C:11]1[CH:10]=[C:9]2[C:5]([CH2:6][CH2:7][CH2:8]2)=[CH:4][C:3]=1[O:2][CH3:1])(=[O:15])=[O:14]. Procedure details: 50 g (0.34 mole) of 5-methoxyindane are reacted with 75 ml of chlorosulfonic acid analogously to Example 1 a to give 6-chlorosulfonyl-5-methoxyindane. Starting materials: CC(C)(C)OC(=O)N1CCC(Oc2ccc(NCC=Cc3cccc(C#N)c3)cc2C(N)=O)CC1, CCS(=O)(=O)Cl, CO, ClCCl, c1ccncc1. Reaction SMILES: [C:1]([CH3:2])([CH3:3])([CH3:4])[O:5][C:6](=[O:7])[N:8]1[CH2:9][CH2:10][CH:11]([O:14][c:15]2[c:16]([C:33]([NH2:34])=[O:35])[cH:17][c:18]([NH:21][CH2:22][CH:23]=[CH:24][c:25]3[cH:26][c:27]([C:28]#[N:29])[cH:30][cH:31][cH:32]3)[cH:19][cH:20]2)[CH2:12][CH2:13]1.[CH2:36]([CH3:37])[S:38](=[O:39])(=[O:40])[Cl:41].[CH3:48][OH:49].[Cl:50][CH2:51][Cl:52].[cH:42]1[cH:43][cH:44][n:45][cH:46][cH:47]1>>[C:1]([CH3:2])([CH3:3])([CH3:4])[O:5][C:6](=[O:7])[N:8]1[CH2:9][CH2:10][CH:11]([O:14][c:15]2[c:16]([C:33]([NH2:34])=[O:35])[cH:17][c:18]([N:21]([CH2:22][CH:23]=[CH:24][c:25]3[cH:26][c:27]([C:28]#[N:29])[cH:30][cH:31][cH:32]3)[S:38]([CH2:36][CH3:37])(=[O:39])=[O:40])[cH:19][cH:20]2)[CH2:12][CH2:13]1. Product: CCS(=O)(=O)N(CC=Cc1cccc(C#N)c1)c1ccc(OC2CCN(C(=O)OC(C)(C)C)CC2)c(C(N)=O)c1. Reactants: COc1ccccc1CNC(=O)c1ccc(Cl)cc1Cl, O=C(O)C(F)(F)F. Yields the product COc1ccc(C=O)cc1CNC(=O)c1ccc(Cl)cc1Cl. As a reaction SMILES: [CH3:1][O:2][c:3]1[c:4]([CH2:5][NH:6][C:7]([c:8]2[c:9]([Cl:15])[cH:10][c:11]([Cl:14])[cH:12][cH:13]2)=[O:16])[cH:17][cH:18][cH:19][cH:20]1.[OH:21][C:22]([C:23]([F:24])([F:25])[F:26])=[O:27]>>[CH3:1][O:2][c:3]1[c:4]([CH2:5][NH:6][C:7]([c:8]2[c:9]([Cl:15])[cH:10][c:11]([Cl:14])[cH:12][cH:13]2)=[O:16])[cH:17][c:18]([CH:22]=[O:21])[cH:19][cH:20]1. Reactants: COC=1NC(NN1)=O (5-methoxy-2,4-dihydro-3H-1,2,4-triazol-3-one), C([O-])([O-])=O.[K+].[K+] (potassium carbonate), O(C1=CC=CC=C1)C=1C=C(CBr)C=CC1 (3-phenoxybenzylbromide), O (water). Solvent: C(C)#N (acetonitrile), C(C)#N (acetonitrile). Conditions: time 5.5 hour. Product: COC=1N(C(NN1)=O)CC1=CC(=CC=C1)OC1=CC=CC=C1 (5-methoxy-4-(3-phenoxybenzyl)-2,4-dihydro-3H-1,2,4-triazol-3-one). The yield is 18.2%. As a reaction SMILES: [CH3:1][O:2][C:3]1[NH:4][C:5](=[O:8])[NH:6][N:7]=1.C(=O)([O-])[O-].[K+].[K+].[O:15]([C:22]1[CH:23]=[C:24]([CH:27]=[CH:28][CH:29]=1)[CH2:25]Br)[C:16]1[CH:21]=[CH:20][CH:19]=[CH:18][CH:17]=1.O>C(#N)C>[CH3:1][O:2][C:3]1[N:4]([CH2:25][C:24]2[CH:27]=[CH:28][CH:29]=[C:22]([O:15][C:16]3[CH:21]=[CH:20][CH:19]=[CH:18][CH:17]=3)[CH:23]=2)[C:5](=[O:8])[NH:6][N:7]=1 |f:1.2.3|. Reported procedure: To a solution of 575 mg (5 mmol) of 5-methoxy-2,4-dihydro-3H-1,2,4-triazol-3-one in 7 ml of dry acetonitrile was added 726 mg (5.25 mmol) of potassium carbonate was added. A solution of 1.32 g (5 mmol) of 3-phenoxybenzylbromide in 9 ml of dry acetonitrile was added dropwise thereto at 55° C. After the mixture was stirred at the same temperature for additional 5.5 hours, water was added to the reaction mixture and the mixture was extracted with ethyl acetate. The organic layer was washed with wat... The reactants are CSc1ncc(Br)c(NC2CCCNC2)n1, CC(C)CS(=O)(=O)Cl, CCN(C(C)C)C(C)C, ClCCl. Yields the product CSc1ncc(Br)c(NC2CCCN(S(=O)(=O)CC(C)C)C2)n1. As a reaction SMILES: [Br:1][c:2]1[c:3]([NH:10][CH:11]2[CH2:12][NH:13][CH2:14][CH2:15][CH2:16]2)[n:4][c:5]([S:8][CH3:9])[n:6][cH:7]1.[CH3:26][CH:27]([CH2:28][S:29](=[O:30])(=[O:31])[Cl:32])[CH3:33].[CH:17]([N:18]([CH:19]([CH3:20])[CH3:21])[CH2:22][CH3:23])([CH3:24])[CH3:25].[Cl:34][CH2:35][Cl:36]>>[Br:1][c:2]1[c:3]([NH:10][CH:11]2[CH2:12][N:13]([S:29]([CH2:28][CH:27]([CH3:26])[CH3:33])(=[O:30])=[O:31])[CH2:14][CH2:15][CH2:16]2)[n:4][c:5]([S:8][CH3:9])[n:6][cH:7]1. Starting materials: CC(=O)O[BH-](OC(C)=O)OC(C)=O, CCNC(=O)Nc1ccc(-c2nc3c(c(N4CCOCC4CC)n2)CCNC3)cc1, CN(C)C=O, [Na+], O=C1CCOCC1. Product: CCNC(=O)Nc1ccc(-c2nc3c(c(N4CCOCC4CC)n2)CCN(C2CCOCC2)C3)cc1. As a reaction SMILES: [C:43]([O:44][BH-:45]([O:46][C:47](=[O:48])[CH3:49])[O:50][C:51](=[O:52])[CH3:53])(=[O:54])[CH3:55].[CH2:1]([CH3:2])[NH:3][C:4](=[O:5])[NH:6][c:7]1[cH:8][cH:9][c:10](-[c:13]2[n:14][c:15]([N:23]3[CH:24]([CH2:29][CH3:30])[CH2:25][O:26][CH2:27][CH2:28]3)[c:16]3[c:17]([n:18]2)[CH2:19][NH:20][CH2:21][CH2:22]3)[cH:11][cH:12]1.[CH3:31][N:32]([CH3:33])[CH:34]=[O:35].[Na+:56].[O:36]1[CH2:37][CH2:38][C:39](=[O:42])[CH2:40][CH2:41]1>>[CH2:1]([CH3:2])[NH:3][C:4](=[O:5])[NH:6][c:7]1[cH:8][cH:9][c:10](-[c:13]2[n:14][c:15]([N:23]3[CH:24]([CH2:29][CH3:30])[CH2:25][O:26][CH2:27][CH2:28]3)[c:16]3[c:17]([n:18]2)[CH2:19][N:20]([CH:39]2[CH2:38][CH2:37][O:36][CH2:41][CH2:40]2)[CH2:21][CH2:22]3)[cH:11][cH:12]1. Starting materials: O=C([O-])[O-], CCOC(C)=O, [Cs+], [Cs+], O=[N+]([O-])c1cccc(S(=O)(=O)OCC2CO2)c1, N#N, CN(C)C=O, O, COc1ccc(NC(C)=O)c(O)c1. Product: COc1ccc(NC(C)=O)c(OCC2CO2)c1. As a reaction SMILES: [C:31](=[O:32])([O-:33])[O-:34].[CH3:45][CH2:46][O:47][C:48](=[O:49])[CH3:50].[Cs+:35].[Cs+:36].[N+:14]([c:15]1[cH:16][c:17]([S:18]([O:19][CH2:27][CH:28]2[O:29][CH2:30]2)(=[O:20])=[O:21])[cH:22][cH:23][cH:24]1)([O-:25])=[O:26].[N:37]#[N:38].[O:39]=[CH:40][N:41]([CH3:42])[CH3:43].[OH2:44].[OH:1][c:2]1[c:3]([NH:10][C:11]([CH3:12])=[O:13])[cH:4][cH:5][c:6]([O:8][CH3:9])[cH:7]1>>[O:1]([c:2]1[c:3]([NH:10][C:11]([CH3:12])=[O:13])[cH:4][cH:5][c:6]([O:8][CH3:9])[cH:7]1)[CH2:27][CH:28]1[O:29][CH2:30]1. The product is COCCNC1CCCCC1 (N-(2-Methoxyethyl)cyclohexanamine). Reaction conditions: temperature 110 celsius, time 12 hour. Procedure: A solution of cyclohexanone (10 g, 0.10 mol) in Toluene (100 ml) was treated with 2-methoxy ethylamine (8.4 g, 0.11 mol) and refluxed at 110° C. for 3 h. The reaction mass was cooled and diluted with ethanol (50 ml) and sodium borohydride (5.8 g, 0.15 mol) was added in portions at 0° C. The reaction mass was stirred at RT for 12 h and concentrated under reduced pressure. The residue was dissolved in water (100 ml), extracted with DCM (2×100ml), dried over sodium sulphate and evaporated. The crud... As a reaction SMILES: [C:1]1(=O)[CH2:6][CH2:5][CH2:4][CH2:3][CH2:2]1.[CH3:8][O:9][CH2:10][CH2:11][NH2:12].[BH4-].[Na+]>C1(C)C=CC=CC=1.C(O)C>[CH3:8][O:9][CH2:10][CH2:11][NH:12][CH:1]1[CH2:6][CH2:5][CH2:4][CH2:3][CH2:2]1 |f:2.3|. Run in C(C)O (ethanol), C1(=CC=CC=C1)C (Toluene). The reactants are [BH4-].[Na+] (sodium borohydride), C1(CCCCC1)=O (cyclohexanone), COCCN (2-methoxy ethylamine). The reactants are O=C(Cl)c1ccccc1Br, CN1CCc2c(N)cccc2C1. Yields the product CN1CCc2c(cccc2NC(=O)c2ccccc2Br)C1. As a reaction SMILES: [Br:13][c:14]1[c:15]([C:16](=[O:17])[Cl:18])[cH:19][cH:20][cH:21][cH:22]1.[NH2:1][c:2]1[c:3]2[c:8]([cH:9][cH:10][cH:11]1)[CH2:7][N:6]([CH3:12])[CH2:5][CH2:4]2>>[NH:1]([c:2]1[c:3]2[c:8]([cH:9][cH:10][cH:11]1)[CH2:7][N:6]([CH3:12])[CH2:5][CH2:4]2)[C:16]([c:15]1[c:14]([Br:13])[cH:22][cH:21][cH:20][cH:19]1)=[O:17]. The reactants are O.COC1=C(C=CC=C1)C(=O)C=O (2-methoxyphenylglyoxal hydrate), CS(=O)C (dimethylsulfoxide), CS(=O)C (dimethylsulfoxide), CC(CC1=CC2=C(C=C1)OCO2)N (α-methyl-3,4-methylenedioxyphenethylamine). RXN SMILES: O.CO[C:4]1[CH:9]=[CH:8][CH:7]=[CH:6][C:5]=1[C:10]([CH:12]=[O:13])=[O:11].[CH3:14][CH:15]([NH2:26])[CH2:16][C:17]1[CH:22]=[CH:21][C:20]2[O:23][CH2:24][O:25][C:19]=2[CH:18]=1.[CH3:27]S(C)=O>>[CH3:14][CH:15]([N:26]=[C:12]([O:13][CH3:27])[C:10]([C:5]1[CH:4]=[CH:9][CH:8]=[CH:7][CH:6]=1)=[O:11])[CH2:16][C:17]1[CH:22]=[CH:21][C:20]2[O:23][CH2:24][O:25][C:19]=2[CH:18]=1 |f:0.1|. Procedure details: 5 g of 2-methoxyphenylglyoxal hydrate (crude oil) are dissolved in 15 ml of dimethylsulfoxide, and 4.83 g of α-methyl-3,4-methylenedioxyphenethylamine are added thereto. The mixture is treated in the same manner as described in Example 1-(2), whereby a solution of α-(α-methyl-3,4-methylenedioxyphenethylimino)-2-methoxyacetophenone in dimethylsulfoxide is obtained. Yields the product CC(CC1=CC2=C(C=C1)OCO2)N=C(C(=O)C2=CC=CC=C2)OC (α-(α-methyl-3,4-methylenedioxyphenethylimino)-2-methoxyacetophenone).